Dataset: the Open Reaction Database (ORD), a public repository of structured organic reaction records. Task: describe an organic reaction: reactants, conditions, products, and yield Starting materials: C(=C)C1OC1 (2-vinyloxirane), C(C1=CC=CC=C1)ONC(OC(C)(C)C)=O (tert-butyl benzyloxycarbamate), C(C1=CC=CC=C1)ONC(OC(C)(C)C)=O (tert-butyl benzyloxycarbamate), bis(2-(diphenylphosphino)-1-naphthamide), N#N (N2). The reagents and catalysts are CCCC[N+](CCCC)(CCCC)CCCC.[Br-] (TBAB), C=1C=CC(=CC1)/C=C/C(=O)/C=C/C2=CC=CC=C2.C=1C=CC(=CC1)/C=C/C(=O)/C=C/C2=CC=CC=C2.C=1C=CC(=CC1)/C=C/C(=O)/C=C/C2=CC=CC=C2.[Pd].[Pd].C(Cl)(Cl)Cl (Pd2(dba)3 CHCl3). Run in C(C)#N (acetonitrile). Conditions: temperature 2.5 celsius, time 2 hour. The product is C(C1=CC=CC=C1)ON(C(OC(C)(C)C)=O)[C@@H](CO)C=C ((R)-tert-butyl benzyloxy(1-hydroxybut-3-en-2-yl)carbamate). Isolated yield 92.8%. RXN SMILES: [CH2:1]([O:8][NH:9][C:10](=[O:16])[O:11][C:12]([CH3:15])([CH3:14])[CH3:13])[C:2]1[CH:7]=[CH:6][CH:5]=[CH:4][CH:3]=1.N#N.[CH:19]([CH:21]1[CH2:23][O:22]1)=[CH2:20]>CCCC[N+](CCCC)(CCCC)CCCC.[Br-].C(#N)C.C1C=CC(/C=C/C(/C=C/C2C=CC=CC=2)=O)=CC=1.C1C=CC(/C=C/C(/C=C/C2C=CC=CC=2)=O)=CC=1.C1C=CC(/C=C/C(/C=C/C2C=CC=CC=2)=O)=CC=1.[Pd].[Pd].C(Cl)(Cl)Cl>[CH2:1]([O:8][N:9]([C@H:21]([CH:19]=[CH2:20])[CH2:23][OH:22])[C:10](=[O:16])[O:11][C:12]([CH3:13])([CH3:15])[CH3:14])[C:2]1[CH:7]=[CH:6][CH:5]=[CH:4][CH:3]=1 |f:3.4,6.7.8.9.10.11|. Procedure details: In a 3 L RBF, a solution of tert-butyl benzyloxycarbamate (Intermediate 153, 86.9 g, 389.22 mmol), N,N(1S,2S)-cyclohexane-1,2-diyl)bis(2-(diphenylphosphino)-1-naphthamide) (18.5 g, 23.39 mmol), Pd2(dba)3-CHCl3 (8.05 g, 7.78 mmol) and TBAB (150.5 g, 466.81 mmol) in acetonitrile (1.8 L) was bubbled with N2 for 30 minutes and the flask was closed with a rubber septum. The solution was then kept in a −20° C. freezer for 2 hrs. 2-vinyloxirane (30 g, 428.02 mmol, 1.10 equiv) was added and the mixture ...